From a dataset of the Open Reaction Database (ORD), a public repository of structured organic reaction records. describe an organic reaction: reactants, conditions, products, and yield Starting materials: C([O-])([O-])=O.[K+].[K+] (potassium carbonate), [I-].[Na+] (sodium iodide), COC([C@@H](NC([C@H]1N(CCC1)S(=O)(=O)C1=CC=C(C=C1)C)=O)CC1=CC=C(C=C1)O)=O (N-(toluene-4-sulfonyl)-L-prolyl-L-tyrosine methyl ester), C(C)(C)N(CCCl)C(C)C (2-diisopropylaminoethyl chloride). Solvent: CC(CC)=O (2-butanone). Yields the product methyl ester, C1(=CC=C(C=C1)S(=O)(=O)N1[C@H](C(=O)N[C@@H](CC2=CC=C(C=C2)OCCN(C(C)C)C(C)C)C(=O)O)CCC1)C (N-(Toluene-4-sulfonyl)-L-prolyl-4-[2-(N,N-diisopropylamino)ethoxy]-L-phenylalanine). RXN SMILES: C[O:2][C:3](=[O:31])[C@H:4]([CH2:23][C:24]1[CH:29]=[CH:28][C:27]([OH:30])=[CH:26][CH:25]=1)[NH:5][C:6](=[O:22])[C@@H:7]1[CH2:11][CH2:10][CH2:9][N:8]1[S:12]([C:15]1[CH:20]=[CH:19][C:18]([CH3:21])=[CH:17][CH:16]=1)(=[O:14])=[O:13].[CH:32]([N:35]([CH:39]([CH3:41])[CH3:40])[CH2:36][CH2:37]Cl)([CH3:34])[CH3:33].C(=O)([O-])[O-].[K+].[K+].[I-].[Na+]>CC(=O)CC>[C:18]1([CH3:21])[CH:17]=[CH:16][C:15]([S:12]([N:8]2[CH2:9][CH2:10][CH2:11][C@H:7]2[C:6]([NH:5][C@H:4]([C:3]([OH:2])=[O:31])[CH2:23][C:24]2[CH:25]=[CH:26][C:27]([O:30][CH2:37][CH2:36][N:35]([CH:39]([CH3:41])[CH3:40])[CH:32]([CH3:34])[CH3:33])=[CH:28][CH:29]=2)=[O:22])(=[O:14])=[O:13])=[CH:20][CH:19]=1 |f:2.3.4,5.6|. Procedure details: The methyl ester was prepared via O-alkylation of N-(toluene-4-sulfonyl)-L-prolyl-L-tyrosine methyl ester with 2-diisopropylaminoethyl chloride in refluxing 2-butanone in the presence of potassium carbonate and sodium iodide. The title compound was prepared using the procedure described in Method 7 as a solid, mp=121-124° C. The reactants are BrC=1C(=CC=C2C(N(C(=NC12)NC(C)(C)C)C1CC1)=O)F (8-Bromo-2-(tert-butylamino)-3-cyclopropyl-7-fluoroquinazolin-4(3H)-one), BrC=1C(=CC=C2C(N(C(=NC12)NC(C)(C)C)C)=O)F (8-bromo-2-(tert-butylamino)-7-fluoro-3-methylquinazolin-4(3H)-one), BrC=1C(=CC=C2C(N(C(=NC12)Cl)C1CC1)=O)F (8-bromo-2-chloro-3-cyclopropyl-7-fluoroquinazolin-4(3H)-one). The product is BrC=1C(=CC=C2C(N(C(=NC12)NC(C)(C)C)C1CC1)=O)F (8-Bromo-2-(tert-butylamino)-3-cyclopropyl-7-fluoroquinazolin-4(3H)-one), C(C)(C)(C)NC1=NC2=C(C(=CC=C2C(N1C1CC1)=O)F)C1=CC2=C(N1)[C@H](NC2=O)C ((R)-2-(tert-butylamino)-3-cyclopropyl-7-fluoro-8-(6-methyl-4-oxo-1,4,5,6-tetrahydropyrrolo[3,4-b]pyrrol-2-yl)quinazolin-4(3H)-one). The yield is 51.0%. RXN SMILES: Br[C:2]1[C:3](F)=[CH:4][CH:5]=[C:6]2[C:11]=1[N:10]=C(NC(C)(C)C)[N:8](C)[C:7]2=[O:18].BrC1C(F)=CC=C2C=1N=C(Cl)N(C1CC1)C2=O.[Br:37][C:38]1[C:39]([F:57])=[CH:40][CH:41]=[C:42]2[C:47]=1[N:46]=[C:45]([NH:48][C:49]([CH3:52])([CH3:51])[CH3:50])[N:44]([CH:53]1[CH2:55][CH2:54]1)[C:43]2=[O:56]>>[Br:37][C:38]1[C:39]([F:57])=[CH:40][CH:41]=[C:42]2[C:47]=1[N:46]=[C:45]([NH:48][C:49]([CH3:50])([CH3:51])[CH3:52])[N:44]([CH:53]1[CH2:54][CH2:55]1)[C:43]2=[O:56].[C:49]([NH:48][C:45]1[N:44]([CH:53]2[CH2:55][CH2:54]2)[C:43](=[O:56])[C:42]2[C:47](=[C:38]([C:4]3[NH:10][C:11]4[C@@H:2]([CH3:3])[NH:8][C:7](=[O:18])[C:6]=4[CH:5]=3)[C:39]([F:57])=[CH:40][CH:41]=2)[N:46]=1)([CH3:52])([CH3:51])[CH3:50]. Procedure: 8-Bromo-2-(tert-butylamino)-3-cyclopropyl-7-fluoroquinazolin-4(3H)-one (461a, 288 mg, 85%) as a brown foam was prepared according to the procedures described for Intermediate 405a, starting from 8-bromo-2-chloro-3-cyclopropyl-7-fluoroquinazolin-4(3H)-one (721) (305 mg, 0.96 mmol). 1H NMR (400 MHz, DMSO-d6) δ ppm 7.90 (1H, dd, J=8.7, 6.4 Hz), 7.04 (1H, t, J=8.7 Hz), 6.25 (1H, s), 2.76-2.88 (1H, m), 1.57 (9H, s), 1.18-1.27 (2H, m), 0.69-0.81 (2H, m). m/z (ESI, +ve ion) 354.0/356.0 (M+H)+. (R)-2-(t... Starting materials: CC1=NOC(=C1COC1=CC=C(C=C1)S(=O)(=O)Cl)C (4-((3,5-dimethylisoxazol-4-yl)methoxy)benzene-1-sulfonyl chloride), C(C)(C)C=1C=CC(=NC1)N (5-isopropylpyridin-2-amine). Solvent: N1=CC=CC=C1 (pyridine). Run at temperature 25 celsius, time 2 hour. The product is CC1=NOC(=C1COC1=CC=C(C=C1)S(=O)(=O)NC1=NC=C(C=C1)C(C)C)C (4-((3,5-dimethylisoxazol-4-yl)methoxy)-N-(5-isopropylpyridin-2-yl)benzenesulfonamide). Yield: 68.1%. As a reaction SMILES: [CH3:1][C:2]1[C:6]([CH2:7][O:8][C:9]2[CH:14]=[CH:13][C:12]([S:15](Cl)(=[O:17])=[O:16])=[CH:11][CH:10]=2)=[C:5]([CH3:19])[O:4][N:3]=1.[CH:20]([C:23]1[CH:24]=[CH:25][C:26]([NH2:29])=[N:27][CH:28]=1)([CH3:22])[CH3:21]>N1C=CC=CC=1>[CH3:1][C:2]1[C:6]([CH2:7][O:8][C:9]2[CH:14]=[CH:13][C:12]([S:15]([NH:29][C:26]3[CH:25]=[CH:24][C:23]([CH:20]([CH3:22])[CH3:21])=[CH:28][N:27]=3)(=[O:17])=[O:16])=[CH:11][CH:10]=2)=[C:5]([CH3:19])[O:4][N:3]=1. Procedure details: To a stirred solution of 4-((3,5-dimethylisoxazol-4-yl)methoxy)benzene-1-sulfonyl chloride (500 mg, 1.66 mmol) in pyridine (5 mL) at 25° C. was added 5-isopropylpyridin-2-amine (226 mg, 1.66 mmol). The reaction mixture was stirred at 25° C. for 2 hours, then left to stand at this temperature overnight. The crude reaction mixture was then purified by flash silica (Si) chromatography (0-50% ethyl acetate-cyclohexane gradient). The appropriate fractions were combined and concentrated in vacuo to gi...